This data is from the Open Reaction Database (ORD), a public repository of structured organic reaction records. The task is: describe an organic reaction: reactants, conditions, products, and yield Reactants: C(C1=CC=CC=C1)OC=1C=C2C=CNC2=CC1 (5-benzyloxyindole), [BH3-]C#N.[Na+] (NaCNBH3), [OH-].[K+] (KOH), O (water). The solvent is C(C)(=O)O (acetic acid). Run at time 2 hour. Product: C(C1=CC=CC=C1)OC=1C=C2CCNC2=CC1 (5-Benzyloxy-2,3-dihydro-1H-indole). Yield: 89.2%. RXN SMILES: [CH2:1]([O:8][C:9]1[CH:10]=[C:11]2[C:15](=[CH:16][CH:17]=1)[NH:14][CH:13]=[CH:12]2)[C:2]1[CH:7]=[CH:6][CH:5]=[CH:4][CH:3]=1.[BH3-]C#N.[Na+].O.[OH-].[K+]>C(O)(=O)C>[CH2:1]([O:8][C:9]1[CH:10]=[C:11]2[C:15](=[CH:16][CH:17]=1)[NH:14][CH2:13][CH2:12]2)[C:2]1[CH:3]=[CH:4][CH:5]=[CH:6][CH:7]=1 |f:1.2,4.5|. Procedure: In analogy to the method described by Gordon W. Gribble, Joseph H. Hoffmann Synthesis 1977, 859-860, the following reaction was performed. To a precooled solution of 22.3 g (0.1 mol) 5-benzyloxyindole in 270 ml acetic acid, 19 g (0.3 mol) NaCNBH3 were added. The solution was stirred at RT for 2 h, the volume was reduced to one third and poured into 300 ml water. KOH was added under cooling and the solution was extracted with ether. The combined organic phases were washed with water, dried over N...